describe an organic reaction: reactants, conditions, products, and yield From a dataset of the Open Reaction Database (ORD), a public repository of structured organic reaction records. The reactants are C#Cc1cnn2cc(-c3cnn(C)c3)cc(OC)c12, CCCC[N+](CCCC)(CCCC)CCCC, CCOC(C)=O, [F-], Cc1c(I)cnn1-c1ccccc1, C1CCOC1. Product: COc1cc(-c2cnn(C)c2)cn2ncc(C#Cc3cnn(-c4ccccc4)c3C)c12. As a reaction SMILES: [C:1](#[CH:2])[c:3]1[cH:4][n:5][n:6]2[c:7]1[c:8]([O:18][CH3:19])[cH:9][c:10](-[c:12]1[cH:13][n:14][n:15]([CH3:17])[cH:16]1)[cH:11]2.[CH2:34]([N+:35]([CH2:36][CH2:37][CH2:38][CH3:39])([CH2:40][CH2:41][CH2:42][CH3:43])[CH2:44][CH2:45][CH2:46][CH3:47])[CH2:48][CH2:49][CH3:50].[CH3:56][CH2:57][O:58][C:59](=[O:60])[CH3:61].[F-:33].[I:20][c:21]1[cH:22][n:23][n:24](-[c:27]2[cH:28][cH:29][cH:30][cH:31][cH:32]2)[c:25]1[CH3:26].[O:51]1[CH2:52][CH2:53][CH2:54][CH2:55]1>>[C:1](#[C:2][c:21]1[cH:22][n:23][n:24](-[c:27]2[cH:28][cH:29][cH:30][cH:31][cH:32]2)[c:25]1[CH3:26])[c:3]1[cH:4][n:5][n:6]2[c:7]1[c:8]([O:18][CH3:19])[cH:9][c:10](-[c:12]1[cH:13][n:14][n:15]([CH3:17])[cH:16]1)[cH:11]2. Reactants: IC1=CC=C(C=C1)S(=O)(=O)N1N=C(CCC1)C1=CC=C(C=C1)SC (1-(4Iodobenzenesulfonyl)-3-(4-methylthiophenyl)-1,4,5,6-tetrahydropyridazine), I(=O)(=O)(=O)[O-].[Na+] (sodium periodate). Solvent: CO (methanol), O (water). Product: IC1=CC=C(C=C1)S(=O)(=O)N1N=C(CCC1)C1=CC=C(C=C1)S(=O)C (1-(4-Iodobenzenesulfonyl)-3-(4-methylsulfinylphenyl)-1,4,5,6-tetrahydropyridazine). Reaction SMILES: [I:1][C:2]1[CH:7]=[CH:6][C:5]([S:8]([N:11]2[CH2:16][CH2:15][CH2:14][C:13]([C:17]3[CH:22]=[CH:21][C:20]([S:23][CH3:24])=[CH:19][CH:18]=3)=[N:12]2)(=[O:10])=[O:9])=[CH:4][CH:3]=1.I([O-])(=O)(=O)=[O:26].[Na+]>CO.O>[I:1][C:2]1[CH:7]=[CH:6][C:5]([S:8]([N:11]2[CH2:16][CH2:15][CH2:14][C:13]([C:17]3[CH:18]=[CH:19][C:20]([S:23]([CH3:24])=[O:26])=[CH:21][CH:22]=3)=[N:12]2)(=[O:9])=[O:10])=[CH:4][CH:3]=1 |f:1.2|. Procedure details: A solution of 1-(4Iodobenzenesulfonyl)-3-(4-methylthiophenyl)-1,4,5,6-tetrahydropyridazine (1.27 g, 2.69 mmol) in methanol (450 mL) was added to a solution of sodium periodate (0.61 g, 2.82 mmol) in water (6 mL) and stirred at a low heat for 16 hours. The resulting mixture was filtered, concentrated arylphosphonyl dihalide and purified by column chromatography on silica gel using ether/methylene chloride as an eluent to give the title compound as a solid: mp 191°-193° C. Reactants: C=CCBr, CC(C)=O, O=c1[nH]c2ccc(F)nc2n1-c1ccc2c(c1)OCO2, [K+], [OH-]. The product is C=CCn1c(=O)n(-c2ccc3c(c2)OCO3)c2nc(F)ccc21. Reaction SMILES: [CH2:23]([CH:24]=[CH2:25])[Br:26].[CH3:27][C:28](=[O:29])[CH3:30].[F:1][c:2]1[cH:3][cH:4][c:5]2[c:6]([n:7]1)[n:8](-[c:12]1[cH:13][c:14]3[c:15]([cH:16][cH:17]1)[O:18][CH2:19][O:20]3)[c:9](=[O:11])[nH:10]2.[K+:22].[OH-:21]>>[F:1][c:2]1[cH:3][cH:4][c:5]2[c:6]([n:7]1)[n:8](-[c:12]1[cH:13][c:14]3[c:15]([cH:16][cH:17]1)[O:18][CH2:19][O:20]3)[c:9](=[O:11])[n:10]2[CH2:25][CH:24]=[CH2:23]. Starting materials: O=C([O-])[O-], CI, O=C(NCC1(CC2CC2)CN(S(=O)(=O)c2c[nH]nn2)C1)c1ccc(Cl)cc1Cl, [K+], [K+], CN(C)C=O, O. Product: Cn1cc(S(=O)(=O)N2CC(CNC(=O)c3ccc(Cl)cc3Cl)(CC3CC3)C2)nn1. Reaction SMILES: [C:29](=[O:30])([O-:31])[O-:32].[CH3:35][I:36].[Cl:1][c:2]1[c:3]([C:4](=[O:5])[NH:6][CH2:7][C:8]2([CH2:20][CH:21]3[CH2:22][CH2:23]3)[CH2:9][N:10]([S:12](=[O:13])(=[O:14])[c:15]3[n:16][n:17][nH:18][cH:19]3)[CH2:11]2)[cH:24][cH:25][c:26]([Cl:28])[cH:27]1.[K+:33].[K+:34].[O:38]=[CH:39][N:40]([CH3:41])[CH3:42].[OH2:37]>>[Cl:1][c:2]1[c:3]([C:4](=[O:5])[NH:6][CH2:7][C:8]2([CH2:20][CH:21]3[CH2:22][CH2:23]3)[CH2:9][N:10]([S:12](=[O:13])(=[O:14])[c:15]3[n:16][n:17][n:18]([CH3:29])[cH:19]3)[CH2:11]2)[cH:24][cH:25][c:26]([Cl:28])[cH:27]1. As a reaction SMILES: [Cl:1][C:2]1[C:3]([CH2:11][N:12]2[C:16]([C:17]([O:19][CH2:20][CH3:21])=[O:18])=[C:15]([SH:22])[N:14]=[C:13]2[CH2:23][CH2:24][CH3:25])=[CH:4][C:5]2[O:9][CH2:8][O:7][C:6]=2[CH:10]=1.Br[CH2:27][CH2:28][CH2:29][CH2:30][C:31]([O:33][CH2:34][CH3:35])=[O:32]>>[Cl:1][C:2]1[C:3]([CH2:11][N:12]2[C:16]([C:17]([O:19][CH2:20][CH3:21])=[O:18])=[C:15]([S:22][CH2:27][CH2:28][CH2:29][CH2:30][C:31]([O:33][CH2:34][CH3:35])=[O:32])[N:14]=[C:13]2[CH2:23][CH2:24][CH3:25])=[CH:4][C:5]2[O:9][CH2:8][O:7][C:6]=2[CH:10]=1. Yields the product ClC=1C(=CC2=C(OCO2)C1)CN1C(=NC(=C1C(=O)OCC)SCCCCC(=O)OCC)CCC (ethyl 1-[(6-chloro-1,3-benzodioxol-5-yl) methyl]-4-[(5-ethoxy-5-oxopentyl) thio]-2-propyl-1H-imidazole-5-carboxylate). Procedure details: The operation is carried out as in Stage 7 of Example 1 starting with the product obtained in Stage 6 of Example 1 and ethyl 5-bromo-pentanoate instead of ethyl 4-bromocyclohexaneacetate. In this way the expected product is obtained. The reactants are ClC=1C(=CC2=C(OCO2)C1)CN1C(=NC(=C1C(=O)OCC)S)CCC (ethyl 1-[(6-chloro-1,3-benzodioxol-5-yl) methyl]-4-mercapto-2-propyl-1H-imidazole-5-carboxylate), BrCCCCC(=O)OCC (ethyl 5-bromo-pentanoate). The reactants are CC(C)(C)Oc1cncc(Cl)n1, C=C[Sn](CCCC)(CCCC)CCCC, CCOC(C)=O, CN(C)C=O. The product is C=Cc1cncc(OC(C)(C)C)n1. Reaction SMILES: [C:1]([CH3:2])([CH3:3])([CH3:4])[O:5][c:6]1[n:7][c:8]([Cl:12])[cH:9][n:10][cH:11]1.[CH2:13]([CH2:14][CH2:26][CH3:27])[Sn:15]([CH2:16][CH2:17][CH2:18][CH3:19])([CH2:20][CH2:21][CH2:22][CH3:23])[CH:24]=[CH2:25].[CH3:28][CH2:29][O:30][C:31](=[O:32])[CH3:33].[CH3:34][N:35]([CH3:36])[CH:37]=[O:38]>>[C:1]([CH3:2])([CH3:3])([CH3:4])[O:5][c:6]1[n:7][c:8]([CH:13]=[CH2:14])[cH:9][n:10][cH:11]1. The reactants are [Al+3], [Cl-], [Cl-], [Cl-], O=C1OCCN1CCCl, ClCCl, O=C=NC1CCCCC1. The product is O=C1N(CCCl)CCN1C1CCCCC1. As a reaction SMILES: [Al+3:20].[Cl-:19].[Cl-:21].[Cl-:22].[Cl:10][CH2:11][CH2:12][N:13]1[C:15](=[O:18])[O:14][CH2:16][CH2:17]1.[Cl:23][CH2:24][Cl:25].[O:1]=[C:2]=[N:3][CH:4]1[CH2:5][CH2:6][CH2:7][CH2:8][CH2:9]1>>[O:1]=[C:2]1[N:3]([CH:4]2[CH2:5][CH2:6][CH2:7][CH2:8][CH2:9]2)[CH2:16][CH2:17][N:13]1[CH2:12][CH2:11][Cl:10].